From a dataset of the Open Reaction Database (ORD), a public repository of structured organic reaction records. describe an organic reaction: reactants, conditions, products, and yield Reported procedure: A solution of 14.2 g (50 mmole) of 5-chloro-2-methoxy-4-(piperidin-1-yl)-phenylacetic acid in 50 ml of absolute tetrahydrofuran is added dropwise over a period of approximately 15 minutes to a suspension of 1.6 g (42 mmole) of lithium aluminium hydride in 90 ml of absolute tetrahydrofuran. The whole is subsequently stirred for a further 2 hours at 50°. After the addition of 50 ml of water, the whole is filtered over Hyflo and then washed with THF. The solvent is concentrated in a vacuum rotary e... Yields the product ClC=1C(=CC(=C(C1)CCO)OC)N1CCCCC1 (2-[5-chloro-2-methoxy-4-(piperidin-1-yl)-phenyl]-ethanol). Starting materials: O (water), ClC=1C(=CC(=C(C1)CC(=O)O)OC)N1CCCCC1 (5-chloro-2-methoxy-4-(piperidin-1-yl)-phenylacetic acid), [H-].[Al+3].[Li+].[H-].[H-].[H-] (lithium aluminium hydride). Run in O1CCCC1 (tetrahydrofuran), O1CCCC1 (tetrahydrofuran). As a reaction SMILES: [Cl:1][C:2]1[C:3]([N:14]2[CH2:19][CH2:18][CH2:17][CH2:16][CH2:15]2)=[CH:4][C:5]([O:12][CH3:13])=[C:6]([CH2:8][C:9](O)=[O:10])[CH:7]=1.[H-].[Al+3].[Li+].[H-].[H-].[H-].O>O1CCCC1>[Cl:1][C:2]1[C:3]([N:14]2[CH2:19][CH2:18][CH2:17][CH2:16][CH2:15]2)=[CH:4][C:5]([O:12][CH3:13])=[C:6]([CH2:8][CH2:9][OH:10])[CH:7]=1 |f:1.2.3.4.5.6|. Reaction conditions: time 2 hour.